Dataset: the Open Reaction Database (ORD), a public repository of structured organic reaction records. Task: describe an organic reaction: reactants, conditions, products, and yield The reactants are [OH-].[Na+] (sodium hydroxide), ClC1(C(C1)C(=O)O)C(=O)OC (2-chloro-2-methoxycarbonyl-1-cyclopropanecarboxylic acid), [F-].[Na+] (sodium fluoride), [Na] (sodium). The solvent is O (water), O (water). Product: ClC1(C(C1)F)C(=O)OC (Methyl 1-chloro-2-fluoro-1-cyclopropanecarboxylate). The yield is 79.1%. RXN SMILES: [Cl:1][C:2]1([C:8]([O:10][CH3:11])=[O:9])[CH2:4][CH:3]1C(O)=O.[OH-].[Na+].[Na].[F-:15].[Na+]>O>[Cl:1][C:2]1([C:8]([O:10][CH3:11])=[O:9])[CH2:4][CH:3]1[F:15] |f:1.2,4.5,^1:13|. Reported procedure: To 111 g of 2-chloro-2-methoxycarbonyl-1-cyclopropanecarboxylic acid was added 200 ml of water. Further, a solution of 24.87 g of sodium hydroxide dissolved in 300 ml of water was added thereto under ice-cooling and stirring to thereby give sodium salt. To this aqueous solution was added 52.25 g of sodium fluoride. Next, 1.3 equivalents, to carboxylic acid, of 10% (v/v) fluorine gas (diluted with nitrogen: 600 ml/min) was bubbled into this solution under ice-cooling and stirring. After the compl... Starting materials: CO, Cl, [Li+], COC(=O)c1c(CN=[N+]=[N-])c(-c2ccccc2)nc2ccccc12, [OH-], O, O. The product is [N-]=[N+]=NCc1c(-c2ccccc2)nc2ccccc2c1C(=O)O. As a reaction SMILES: [CH3:29][OH:30].[ClH:28].[Li+:27].[N:1](=[N+:2]=[N-:3])[CH2:4][c:5]1[c:6](-[c:19]2[cH:20][cH:21][cH:22][cH:23][cH:24]2)[n:7][c:8]2[cH:9][cH:10][cH:11][cH:12][c:13]2[c:14]1[C:15](=[O:16])[O:17][CH3:18].[OH-:26].[OH2:25].[OH2:31]>>[N:1](=[N+:2]=[N-:3])[CH2:4][c:5]1[c:6](-[c:19]2[cH:20][cH:21][cH:22][cH:23][cH:24]2)[n:7][c:8]2[cH:9][cH:10][cH:11][cH:12][c:13]2[c:14]1[C:15](=[O:16])[OH:17]. Starting materials: ClC1=NC=NC(=C1)Cl (4,6-dichloropyrimidine), C1=NC=CC=2C(=CC=CC12)N (isoquinolin-5-amine), CC(C)([O-])C.[Na+] (sodium tert-butoxide). Reported procedure: A mixture of 4,6-dichloropyrimidine (5 g, 34 mmol), isoquinolin-5-amine (5.3 g, 37 mmol), 2′-(dimethylamino)-2-biphenylyl palladium (II) chloride dinorbornylphosphine complex. [see Angew. Chem., 2002, 41, 3668; CAS number 359803-53-5] (940 mg, 2 mmol) and sodium tert-butoxide (4.8 g, 50 mmol) in p-xylene (100 ml) was degassed thoroughly and heated under nitrogen at 100° C. for 16 hours. The cooled reaction mixture was purified by column chromatography over silica (eluant 1% MeOH in DCM) to give ... Reaction SMILES: Cl[C:2]1[CH:7]=[C:6]([Cl:8])[N:5]=[CH:4][N:3]=1.[CH:9]1[C:18]2[CH:17]=[CH:16][CH:15]=[C:14]([NH2:19])[C:13]=2[CH:12]=[CH:11][N:10]=1.CC(C)([O-])C.[Na+]>CC1C=CC(C)=CC=1>[Cl:8][C:6]1[N:5]=[CH:4][N:3]=[C:2]([NH:19][C:14]2[C:13]3[CH:12]=[CH:11][N:10]=[CH:9][C:18]=3[CH:17]=[CH:16][CH:15]=2)[CH:7]=1 |f:2.3|. The solvent is CC=1C=CC(=CC1)C (p-xylene). Conditions: temperature 100 celsius. Yield: 17.2%. Yields the product ClC1=CC(=NC=N1)NC=1C=2C=CN=CC2C=CC1 (N-(6-Chloropyrimidin-4-yl)isoquinolin-5-amine). Reaction SMILES: C[O:2][C:3]1[CH:12]=[CH:11][C:10]2[C:5](=[CH:6][CH:7]=[C:8]([C:13]3[CH:18]=[CH:17][C:16]([O:19]C)=[CH:15][CH:14]=3)[CH:9]=2)[C:4]=1[CH3:21].B(Br)(Br)Br>>[OH:19][C:16]1[CH:17]=[CH:18][C:13]([C:8]2[CH:9]=[C:10]3[C:5](=[CH:6][CH:7]=2)[C:4]([CH3:21])=[C:3]([OH:2])[CH:12]=[CH:11]3)=[CH:14][CH:15]=1. Reactants: solution, COC1=C(C2=CC=C(C=C2C=C1)C1=CC=C(C=C1)OC)C (2-methoxy-6-(4-methoxyphenyl)-1-methylnaphthalene), B(Br)(Br)Br (boron tribromide). Reported procedure: The title compound was prepared by reacting 2-methoxy-6-(4-methoxyphenyl)-1-methylnaphthalene (0.35 g, 1.26 mmol) with boron tribromide 3.8 mL of 1 N solution, 3.8 mmol) according to method D to yield 0.15 g (48%) of a white solid: mp>170° C. (dec.); 1H NMR (DMSO-d6): δ 2.42 (3H, s), 6.87 (2H,k d, J=8.33 Hz), 7.15 (1H, d, J=8.81 Hz), 7.59 (2H, d, J=8.35 Hz), 7.65 (1H, d, J=8.93 Hz), 7.71 (1H, dd, J=1.24 Hz, J=8.90 Hz), 7.88 (1H, d, J=8.87 Hz), 7.95 (1H, s), 9.49 (1H, s), 9.52 (1H, s); MS (ESI) 2... Yield: 48.0%. Product: OC1=CC=C(C=C1)C=1C=C2C=CC(=C(C2=CC1)C)O (6-(4-Hydroxyphenyl)-1-methyl-2-naphthol), white solid. Reactants: S1CCNC(C2=C1SC=C2)=O (2,3-dihydrothieno[3,2-f][1,4]thiazepin-5(4H)-one), ClCCCC(=O)Cl (4-chlorobutyryl chloride), [Cl-].[Al+3].[Cl-].[Cl-] (aluminum chloride). Run in ClC(C)Cl (dichloroethane). Conditions: time 3 hour. Yields the product ClCCCC(=O)C1=CC=2C(NCCSC2S1)=O (7-(4-chlorobutyryl)-2,3-dihydrothieno[3,2-f][1,4]thiazepin-5(4H)-one). Yield: 59.0%. Reaction SMILES: [S:1]1[C:7]2[S:8][CH:9]=[CH:10][C:6]=2[C:5](=[O:11])[NH:4][CH2:3][CH2:2]1.[Cl:12][CH2:13][CH2:14][CH2:15][C:16](Cl)=[O:17].[Cl-].[Al+3].[Cl-].[Cl-]>ClC(Cl)C>[Cl:12][CH2:13][CH2:14][CH2:15][C:16]([C:9]1[S:8][C:7]2[S:1][CH2:2][CH2:3][NH:4][C:5](=[O:11])[C:6]=2[CH:10]=1)=[O:17] |f:2.3.4.5|. Procedure details: To a mixture of 13 g of 2,3-dihydrothieno[3,2-f][1,4]thiazepin-5(4H)-one and 21.5 g of 4-chlorobutyryl chloride in 200 ml of dichloroethane was added 21.5 g of aluminum chloride under cooling and the mixture was stirred for 3 hours. The mixture was poured into ice-cold water and extracted with chloroform. The organic layer was washed with saline solution, dried over magnesium sulfate and concentrated. The residue was recrystallized from ethanol to give 12 g of 7-(4-chlorobutyryl)-2,3-dihydrothie...